From a dataset of the Open Reaction Database (ORD), a public repository of structured organic reaction records. describe an organic reaction: reactants, conditions, products, and yield Starting materials: COc1c(C)c(Cc2ccc(OC(C)C)c(C=O)c2)c(OC)c(OC)c1OC, CC#N, [O-][Cl+][O-], [Na+], [Na+], O, OO, O=P([O-])(O)O. Product: COc1c(C)c(Cc2ccc(OC(C)C)c(C(=O)O)c2)c(OC)c(OC)c1OC. RXN SMILES: [CH3:13][O:14][c:15]1[c:16]([CH3:40])[c:17]([CH2:18][c:19]2[cH:20][cH:21][c:22]([O:27][CH:28]([CH3:29])[CH3:30])[c:23]([CH:24]=[O:25])[cH:26]2)[c:31]([O:38][CH3:39])[c:32]([O:36][CH3:37])[c:33]1[O:34][CH3:35].[CH3:42][C:43]#[N:44].[Cl+:7]([O-:8])[O-:9].[Na+:10].[Na+:1].[OH2:41].[OH:11][OH:12].[OH:2][P:3](=[O:4])([O-:5])[OH:6]>>[OH:11][C:24]([c:23]1[c:22]([O:27][CH:28]([CH3:29])[CH3:30])[cH:21][cH:20][c:19]([CH2:18][c:17]2[c:16]([CH3:40])[c:15]([O:14][CH3:13])[c:33]([O:34][CH3:35])[c:32]([O:36][CH3:37])[c:31]2[O:38][CH3:39])[cH:26]1)=[O:25]. Reactants: C(CCCCCCCCCCC)N1N=C(N=N1)NC1=CC=CC=C1 (2-dodecyl-N-phenyl-2H-tetrazol-5-amine). The reagents and catalysts are [Ru] (ruthenium on carbon). Solvent: C(C)O (ethanol). Yields the product C1(CCCCC1)NC=1N=NN(N1)CCCCCCCCCCCC (N-Cyclohexyl-2-dodecyl-2H-tetrazol-5-amine). RXN SMILES: [CH2:1]([N:13]1[N:17]=[N:16][C:15]([NH:18][C:19]2[CH:24]=[CH:23][CH:22]=[CH:21][CH:20]=2)=[N:14]1)[CH2:2][CH2:3][CH2:4][CH2:5][CH2:6][CH2:7][CH2:8][CH2:9][CH2:10][CH2:11][CH3:12]>[Ru].C(O)C>[CH:19]1([NH:18][C:15]2[N:16]=[N:17][N:13]([CH2:1][CH2:2][CH2:3][CH2:4][CH2:5][CH2:6][CH2:7][CH2:8][CH2:9][CH2:10][CH2:11][CH3:12])[N:14]=2)[CH2:20][CH2:21][CH2:22][CH2:23][CH2:24]1. Reported procedure: A mixture of 2-dodecyl-N-phenyl-2H-tetrazol-5-amine (1.54 g, 0.00467 mol) and absolute ethanol (100 mL) was hydrogenated over 10% ruthenium on carbon (0.5 g) at 1100 psi and 100° C. for 10 hours. The mixture was allowed to cool to room temperature, and the catalyst was filtered off and washed with additional ethanol (200 mL). The filtrate and washings were combined and rotoevaporated to a glaze. The glaze was triturated with diethyl ether. The organic triturate was rotoevaporated to a solid, and...